This data is from the Open Reaction Database (ORD), a public repository of structured organic reaction records. The task is: describe an organic reaction: reactants, conditions, products, and yield The reactants are O1CCCC2=CC=CC(=C12)N1CCC(CC1)=NO (1-(chroman-8-yl)-4-hydroxyiminopiperidine), [NH4+].[OH-] (NH4OH). Reagents/catalysts: [Ni] (Raney nickel). Run in C(C)O (ethanol). Reaction conditions: time 5 hour. The product is O1CCCC2=CC=CC(=C12)N1CCC(CC1)N (1-(chroman-8-yl)-4-aminopiperidine). Isolated yield 89.5%. Reaction SMILES: [O:1]1[C:10]2[C:5](=[CH:6][CH:7]=[CH:8][C:9]=2[N:11]2[CH2:16][CH2:15][C:14](=[N:17]O)[CH2:13][CH2:12]2)[CH2:4][CH2:3][CH2:2]1.[NH4+].[OH-]>[Ni].C(O)C>[O:1]1[C:10]2[C:5](=[CH:6][CH:7]=[CH:8][C:9]=2[N:11]2[CH2:16][CH2:15][CH:14]([NH2:17])[CH2:13][CH2:12]2)[CH2:4][CH2:3][CH2:2]1 |f:1.2|. Procedure details: 0.9 g of the product obtained in Step 2 is hydrogenated at room temperature and atmospheric pressure in the presence of 1 ml of Raney nickel and1 ml of concentrated NH4OH in 20 ml of ethanol. After 5 hours' contact, the catalyst is filtered off and the filtrate is evaporated to dryness. The residue is taken up in 100 ml of methylene chloride and extracted with 1N hydrochloric acid. The acid phase is rendered basic with concentrated sodium hydroxide solution and extracted with methylene chloride.... Reactants: BrC1=CC=C2C(CC(NC2=C1)=O)(C)C (7-bromo-4,4-dimethyl-3,4-dihydroquinolin-2(1H)-one), O (Water), C(=O)([O-])[O-].[K+].[K+] (K2CO3), IC (Iodomethane). Run in CN(C)C=O (DMF). Reaction conditions: time 18 hour. Product: BrC1=CC=C2C(CC(N(C2=C1)C)=O)(C)C (7-bromo-1,4,4-trimethyl-3,4-dihydroquinolin-2(1H)-one). Reaction SMILES: [Br:1][C:2]1[CH:11]=[C:10]2[C:5]([C:6]([CH3:14])([CH3:13])[CH2:7][C:8](=[O:12])[NH:9]2)=[CH:4][CH:3]=1.[C:15]([O-])([O-])=O.[K+].[K+].IC.O>CN(C=O)C>[Br:1][C:2]1[CH:11]=[C:10]2[C:5]([C:6]([CH3:14])([CH3:13])[CH2:7][C:8](=[O:12])[N:9]2[CH3:15])=[CH:4][CH:3]=1 |f:1.2.3|. Procedure: 7-bromo-4,4-dimethyl-3,4-dihydroquinolin-2(1H)-one (210 mg, 0.83 mmol) and K2CO3 (335 mg, 2.42 mmol) were taken up in DMF (5 mL). Iodomethane (0.15 mL, 2.4 mmol) was added and the resulting mixture was stirred for 18 h. Water was added, and the resulting solids were filtered and washed with additional water to provide crude 7-bromo-1,4,4-trimethyl-3,4-dihydroquinolin-2(1H)-one that was used without further purification. The reactants are O=C([O-])[O-], CCC(C)=O, CC(Br)C(=O)N(C)C, [K+], [K+], Oc1ccc(Oc2ccc3ccccc3n2)cc1. Product: CC(Oc1ccc(Oc2ccc3ccccc3n2)cc1)C(=O)N(C)C. RXN SMILES: [C:27](=[O:28])([O-:29])[O-:30].[CH2:33]([C:34]([CH3:35])=[O:36])[CH3:37].[CH3:19][N:20]([C:21]([CH:22]([CH3:23])[Br:24])=[O:25])[CH3:26].[K+:31].[K+:32].[OH:1][c:2]1[cH:3][cH:4][c:5]([O:6][c:7]2[n:8][c:9]3[cH:10][cH:11][cH:12][cH:13][c:14]3[cH:15][cH:16]2)[cH:17][cH:18]1>>[O:1]([c:2]1[cH:3][cH:4][c:5]([O:6][c:7]2[n:8][c:9]3[cH:10][cH:11][cH:12][cH:13][c:14]3[cH:15][cH:16]2)[cH:17][cH:18]1)[CH:22]([C:21]([N:20]([CH3:19])[CH3:26])=[O:25])[CH3:23]. The reactants are CC([C@@H](C(=O)NC)NC(=O)N1N=C(C=2CN(CCC21)C)C2=C(C=C(C(=C2)F)F)F)(C)C ((S)-N-(3,3-dimethyl-1-(methylamino)-1-oxobutan-2-yl)-5-methyl-3-(2,4,5-trifluorophenyl)-4,5,6,7-tetrahydro-1H-pyrazolo[4,3-c]pyridine-1-carboxamide), FC1=C(C(=O)Cl)C=C(C=C1)F (2,5-difluorobenzoyl chloride), intermediate 19. Product: FC1=C(C=C(C=C1)F)C1=NN(C2=C1CN(CC2)C)C(=O)N[C@H](C(=O)NC)C(C)(C)C ((S)-3-(2,5-difluorophenyl)-N-(3,3-dimethyl-1-(methylamino)-1-oxobutan-2-yl)-5-methyl-4,5,6,7-tetrahydro-1H-pyrazolo[4,3-c]pyridine-1-carboxamide). RXN SMILES: [CH3:1][C:2]([CH3:31])([CH3:30])[C@H:3]([NH:8][C:9]([N:11]1[C:19]2[CH2:18][CH2:17][N:16]([CH3:20])[CH2:15][C:14]=2[C:13]([C:21]2[CH:26]=[C:25]([F:27])[C:24](F)=[CH:23][C:22]=2[F:29])=[N:12]1)=[O:10])[C:4]([NH:6][CH3:7])=[O:5].FC1C=CC(F)=CC=1C(Cl)=O>>[F:29][C:22]1[CH:23]=[CH:24][C:25]([F:27])=[CH:26][C:21]=1[C:13]1[C:14]2[CH2:15][N:16]([CH3:20])[CH2:17][CH2:18][C:19]=2[N:11]([C:9]([NH:8][C@@H:3]([C:2]([CH3:31])([CH3:30])[CH3:1])[C:4]([NH:6][CH3:7])=[O:5])=[O:10])[N:12]=1. Reported procedure: Compound 64 was prepared according to the procedure described for the synthesis of compound 37 by replacing 2,4,5-trifluorobenzoyl chloride with 2,5-difluorobenzoyl chloride in the synthesis of intermediate 19. LCMS (+ESI) m/z=420.2 [M+H]+. Reactants: ClC=1C=CC2=C(N=C3N(CO2)CC2C(C3)C(N(C2=O)C)=O)C1 (10-chloro-3a,4,13,13a-tetrahydro-2-methyl-1H,6H-pyrrolo[3',4' :4,5]pyrido[1,2-c][1,3,5]benzoxadiazepine-1,3(2H)dione). The solvent is C(Cl)(Cl)Cl (chloroform). Yields the product Cl (hydrogen chloride), Cl.ClC=1C=CC2=C(N=C3N(CO2)CC2C(C3)C(N(C2=O)C)=O)C1 (10-Chloro-3a,4,13,13a -tetrahydro-2-methyl-1H,6H-pyrrolo[3',4':4,5]pyrido[1 ,2-c][1,3,5]benzoxadiazepine-1,3(2H)dione, hydrochloride). Reaction SMILES: [Cl:1][C:2]1[CH:3]=[CH:4][C:5]2[O:11][CH2:10][N:9]3[CH2:12][CH:13]4[C:18](=[O:19])[N:17]([CH3:20])[C:16](=[O:21])[CH:14]4[CH2:15][C:8]3=[N:7][C:6]=2[CH:22]=1>C(Cl)(Cl)Cl>[ClH:1].[ClH:1].[Cl:1][C:2]1[CH:3]=[CH:4][C:5]2[O:11][CH2:10][N:9]3[CH2:12][CH:13]4[C:18](=[O:19])[N:17]([CH3:20])[C:16](=[O:21])[CH:14]4[CH2:15][C:8]3=[N:7][C:6]=2[CH:22]=1 |f:3.4|. Reported procedure: To 3.40 g of 10-chloro-3a,4,13,13a-tetrahydro-2-methyl-1H,6H-pyrrolo[3',4' :4,5]pyrido[1,2-c][1,3,5]benzoxadiazepine-1,3(2H)dione in 25 ml of dry chloroform is added, dropwise, and with external wet ice cooling, 10.0 ml of a 1.05 N ethereal hydrogen chloride solution to obtain the title compound. The reactants are C(C)(=O)OCCOCN1C=2N=C(NC(C2N=C1)=O)NC(C)=O (9-(2-Acetoxyethoxy)methyl-N2 -acetylguanine). Solvent: CO (methanol), [OH-].[NH4+] (ammonium hydroxide). The product is OCCOCN1C=2N=C(NC(C2N=C1)=O)N (9-(2-hydroxyethoxy)methylguanine). Yield: 89.9%. Reaction SMILES: C([O:4][CH2:5][CH2:6][O:7][CH2:8][N:9]1[CH:17]=[N:16][C:15]2[C:14](=[O:18])[NH:13][C:12]([NH:19]C(=O)C)=[N:11][C:10]1=2)(=O)C>CO.[OH-].[NH4+]>[OH:4][CH2:5][CH2:6][O:7][CH2:8][N:9]1[CH:17]=[N:16][C:15]2[C:14](=[O:18])[NH:13][C:12]([NH2:19])=[N:11][C:10]1=2 |f:2.3|. Reported procedure: 9-(2-Acetoxyethoxy)methyl-N2 -acetylguanine (1.3 gm, 4.2 mmol) was dissolved in 10 ml of methanol and 10 ml of concentrated ammonium hydroxide, and the solution was heated at 50° C. for a period of 4 hours. The solvents were evaporated off, yielding a solid. The solid was recrystallized from methanol, yielding 0.85 gm of 9-(2-hydroxyethoxy)methylguanine (90% yield). Characteristic analytical data are as follows: 1H NMR(DMSO-d6), δ3.16 (4H, singlet, --OCH2CH2O--), 4.6 (1H, br singlet, --OH), 5.26... Reactants: BrC1=C(C=C(S1)C=1OC=C(N1)COC1=CC=C(C=C1)CCCN1C=NC=C1)C (2-(5-bromo-4-methyl-2-thienyl)-4-[4-[3-(1-imidazolyl)propyl]phenoxymethyl]oxazole), C(C)(=O)O (acetic acid). Reagents/catalysts: [Zn] (zinc). The solvent is O (water). The product is N1(C=NC=C1)CCCC1=CC=C(OCC=2N=C(OC2)C=2SC=C(C2)C)C=C1 (4-[4-[3-(1-imidazolyl)propyl]phenoxymethyl]-2-(4-methyl-2-thienyl)oxazole). Yield: 81.1%. As a reaction SMILES: Br[C:2]1[S:6][C:5]([C:7]2[O:8][CH:9]=[C:10]([CH2:12][O:13][C:14]3[CH:19]=[CH:18][C:17]([CH2:20][CH2:21][CH2:22][N:23]4[CH:27]=[CH:26][N:25]=[CH:24]4)=[CH:16][CH:15]=3)[N:11]=2)=[CH:4][C:3]=1[CH3:28].C(O)(=O)C>[Zn].O>[N:23]1([CH2:22][CH2:21][CH2:20][C:17]2[CH:16]=[CH:15][C:14]([O:13][CH2:12][C:10]3[N:11]=[C:7]([C:5]4[S:6][CH:2]=[C:3]([CH3:28])[CH:4]=4)[O:8][CH:9]=3)=[CH:19][CH:18]=2)[CH:27]=[CH:26][N:25]=[CH:24]1. Procedure details: A mixture of 2-(5-bromo-4-methyl-2-thienyl)-4-[4-[3-(1-imidazolyl)propyl]phenoxymethyl]oxazole (700 mg), zinc powder (200 mg), acetic acid (5 ml) and water (5 ml) was heated for 4 hours under reflux. The residue was filtered off, the filtrate was concentrated. To the residue was added ethyl acetate, washed with saturated aqueous sodium bicarbonate and water, dried (MgSO4), and concentrated under reduced pressure to give crystals of 4-[4-[3-(1-imidazolyl)propyl]phenoxymethyl]-2-(4-methyl-2-thieny... Starting materials: NC(=O)c1ccc(Oc2ccc3c(c2)CCCNC3)nc1, CC(C)(C)OCCOS(C)(=O)=O, CCOC(C)=O, [K+], [K+], O=C([O-])[O-], CN(C)C=O. The product is CC(C)(C)OCCN1CCCc2cc(Oc3ccc(C(N)=O)cn3)ccc2C1. Reaction SMILES: [CH2:1]1[NH:2][CH2:3][CH2:4][CH2:5][c:6]2[c:7]1[cH:8][cH:9][c:10]([O:12][c:13]1[n:14][cH:15][c:16]([C:17](=[O:18])[NH2:19])[cH:20][cH:21]1)[cH:11]2.[CH3:28][S:29]([O:30][CH2:33][CH2:34][O:35][C:36]([CH3:37])([CH3:38])[CH3:39])(=[O:31])=[O:32].[CH3:40][CH2:41][O:42][C:43](=[O:44])[CH3:45].[K+:22].[K+:23].[O-:24][C:25]([O-:26])=[O:27].[O:46]=[CH:47][N:48]([CH3:49])[CH3:50]>>[CH2:1]1[N:2]([CH2:33][CH2:34][O:35][C:36]([CH3:37])([CH3:38])[CH3:39])[CH2:3][CH2:4][CH2:5][c:6]2[c:7]1[cH:8][cH:9][c:10]([O:12][c:13]1[n:14][cH:15][c:16]([C:17](=[O:18])[NH2:19])[cH:20][cH:21]1)[cH:11]2. The reactants are NC1=NC(=NC=2N1OC(N2)=O)N(CC=C)CC=C (7-amino-5-diallylamino-2H-[1,2,4]oxadiazolo[2,3-a]-s-triazin-2-one), Cl (hydrochloric acid), C(C=C)(=O)Cl (acrylyl chloride), 2-N. Run in O (water), C(Cl)Cl (methylene chloride), C(C)N(CC)CC (triethylamine), C(Cl)Cl (methylene chloride). Product: C(C=C)N(C1=NC=2N(C(=N1)NC(C=C)=O)OC(N2)=O)CC=C (N-{5-diallylamino-2-oxo-2H-[1,2,4]oxadiazolo[2,3-a]-s-triazin-7-yl}acrylamide). RXN SMILES: [NH2:1][C:2]1[N:7]2[O:8][C:9](=[O:11])[N:10]=[C:6]2[N:5]=[C:4]([N:12]([CH2:16][CH:17]=[CH2:18])[CH2:13][CH:14]=[CH2:15])[N:3]=1.[C:19](Cl)(=[O:22])[CH:20]=[CH2:21].Cl>O.C(Cl)Cl.C(N(CC)CC)C>[CH2:13]([N:12]([CH2:16][CH:17]=[CH2:18])[C:4]1[N:3]=[C:2]([NH:1][C:19](=[O:22])[CH:20]=[CH2:21])[N:7]2[O:8][C:9](=[O:11])[N:10]=[C:6]2[N:5]=1)[CH:14]=[CH2:15]. Procedure details: 6.5 g. of 7-amino-5-diallylamino-2H-[1,2,4]oxadiazolo[2,3-a]-s-triazin-2-one are suspended in 120 ml. of methylene chloride and 8 ml. of triethylamine. 3 ml. of acrylyl chloride in 35 ml. of methylene chloride are added dropwise at 0° C. while stirring. The mixture is then stirred for 2 hours, diluted with 100 ml. of water and adjusted to pH 4 with 2-N hydrochloric acid. The two phases are separated and the aqueous phase is extracted with methylene chloride. The combined organic extracts are dri...